Dataset: the Open Reaction Database (ORD), a public repository of structured organic reaction records. Task: describe an organic reaction: reactants, conditions, products, and yield Procedure: A mixture comprising 31.12 g of the above phenol, 18.81 g of benzyl bromide, 18.24 g of potassium carbonate and 300 ml of acetone, was stirred at room temperature for 2 days. Acetone was distilled off, and water was added to the residue. The mixture was extracted with benzene. The benzene layer was washed with a saturated sodium chloride aqueous solution, and dried over sodium sulfate. Then, the solvent was distilled off to obtain a pale yellow oily substance. This substance was subjected to sil... The solvent is C1=CC=CC=C1.CCCCCC (benzene n-hexane). Run at time 2 day. The product is C(C1=CC=CC=C1)OC1=C(C=C(C=C1)Br)CCCC ((2-n-butyl-4-bromophenyl) benzyl ether). Yield: 85.6%. Starting materials: C(CCC)C1=C(C=CC(=C1)Br)O (2-n-butyl-4-bromophenol), CC(=O)C (acetone), C(C1=CC=CC=C1)Br (benzyl bromide), C([O-])([O-])=O.[K+].[K+] (potassium carbonate). As a reaction SMILES: [CH2:1]([C:5]1[CH:10]=[C:9]([Br:11])[CH:8]=[CH:7][C:6]=1[OH:12])[CH2:2][CH2:3][CH3:4].[CH2:13](Br)[C:14]1[CH:19]=[CH:18][CH:17]=[CH:16][CH:15]=1.C(=O)([O-])[O-].[K+].[K+].CC(C)=O>C1C=CC=CC=1.CCCCCC>[CH2:13]([O:12][C:6]1[CH:7]=[CH:8][C:9]([Br:11])=[CH:10][C:5]=1[CH2:1][CH2:2][CH2:3][CH3:4])[C:14]1[CH:19]=[CH:18][CH:17]=[CH:16][CH:15]=1 |f:2.3.4,6.7|. Reactants: FC1=C(C(=O)Cl)C=CC=C1 (o-fluorobenzoyl chloride), [Al+3].[Cl-].[Cl-].[Cl-] (AlCl3), ClC1=CC(=CC(=C1)OC)OC (1-chloro-3,5-dimethoxybenzene), Cl (HCl). The solvent is ClCCl (dichloromethane), ClCCl (dichloromethane). Reaction conditions: time 4 hour. Product: ClC1=C(C(=O)C2=C(C=CC=C2)F)C(=CC(=C1)OC)OC (2-chloro-4,6-dimethoxy-2'-fluorobenzophenone). As a reaction SMILES: [F:1][C:2]1[CH:10]=[CH:9][CH:8]=[CH:7][C:3]=1[C:4](Cl)=[O:5].[Al+3].[Cl-].[Cl-].[Cl-].[Cl:15][C:16]1[CH:21]=[C:20]([O:22][CH3:23])[CH:19]=[C:18]([O:24][CH3:25])[CH:17]=1.Cl>ClCCl>[Cl:15][C:16]1[CH:17]=[C:18]([O:24][CH3:25])[CH:19]=[C:20]([O:22][CH3:23])[C:21]=1[C:4]([C:3]1[CH:7]=[CH:8][CH:9]=[CH:10][C:2]=1[F:1])=[O:5] |f:1.2.3.4|. Procedure details: To a solution of o-fluorobenzoyl chloride (47.6 g) in 100 ml dichloromethane is added AlCl3 (40.0 g) portionwise, in about thirty minutes. To this resultant dark solution is added dropwise a solution of 1-chloro-3,5-dimethoxybenzene (52.0 g) in 120 ml dichloromethane, in fifteen minutes. After stirring at ambient temperature for four hours, the mixture is poured into one liter iced-dilute HCl solution and then stirred for 30 minutes. The organic layer is collected, evaporated to an oil, which is... Reactants: NC1(CCC1)C1=CC=C(C=C1)C1=NC=2CCCC(C2C=C1C1=CC=CC=C1)=O (2-(4-(1-aminocyclobutyl)phenyl)-3-phenyl-7,8-dihydroquinolin-5(6H)-one), C(C)(C)(C)OC(NC1(CCC1)C1=CC=C(C=C1)C=1C(=CC2=C(OCC(N2CCN(C)C)=O)N1)C1=CC=CC=C1)=O (tert-butyl(1-(4-(1-(2-(dimethylamino)ethyl)-2-oxo-7-phenyl-2,3-dihydro-1H-pyrido[2,3-b][1,4]oxazin-6-yl)phenyl)cyclobutyl)carbamate). Yields the product NC1(CCC1)C1=CC=C(C=C1)C=1C(=CC2=C(OCC(N2CCN(C)C)=O)N1)C1=CC=CC=C1 (6-(4-(1-aminocyclobutyl)phenyl)-1-(2-(dimethylamino)ethyl)-7-phenyl-1H-pyrido[2,3-b][1,4]oxazin-2(3H)-one). Isolated yield 158.2%. As a reaction SMILES: NC1(C2C=CC(C3C(C4C=CC=CC=4)=CC4C(=O)CCCC=4N=3)=CC=2)CCC1.C(OC(=O)[NH:35][C:36]1([C:40]2[CH:45]=[CH:44][C:43]([C:46]3[C:47]([C:62]4[CH:67]=[CH:66][CH:65]=[CH:64][CH:63]=4)=[CH:48][C:49]4[N:54]([CH2:55][CH2:56][N:57]([CH3:59])[CH3:58])[C:53](=[O:60])[CH2:52][O:51][C:50]=4[N:61]=3)=[CH:42][CH:41]=2)[CH2:39][CH2:38][CH2:37]1)(C)(C)C>>[NH2:35][C:36]1([C:40]2[CH:41]=[CH:42][C:43]([C:46]3[C:47]([C:62]4[CH:63]=[CH:64][CH:65]=[CH:66][CH:67]=4)=[CH:48][C:49]4[N:54]([CH2:55][CH2:56][N:57]([CH3:59])[CH3:58])[C:53](=[O:60])[CH2:52][O:51][C:50]=4[N:61]=3)=[CH:44][CH:45]=2)[CH2:37][CH2:38][CH2:39]1. Procedure: Following the procedure 2-(4-(1-aminocyclobutyl)phenyl)-3-phenyl-7,8-dihydroquinolin-5(6H)-one, tert-butyl(1-(4-(1-(2-(dimethylamino)ethyl)-2-oxo-7-phenyl-2,3-dihydro-1H-pyrido[2,3-b][1,4]oxazin-6-yl)phenyl)cyclobutyl)carbamate (7 mg, 0.01 mmol) was reacted to afford the title compound (7 mg, quantitative). LCMS (Method A): RT=2.92 min, M+H+=443. 1H NMR (500 MHz, MeOD): 7.63 (1H, S), 7.41 (2H, d), 7.38 (2H, d), 7.31-7.29 (3H, m), 7.25-7.23 (m, 2H), 5.00 (2H, s), 4.45 (2H, t), 3.48 (2H, t), 3.02 ... Starting materials: CN(CCC(=O)C1=CC=CC=C1)C (3-(dimethylamino)-1-phenylpropan-1-one), BrC=1C=C(N)C=CC1 (3-bromoaniline). Solvent: CCO.O (EtOH H2O). Run at temperature 80 celsius. Yields the product BrC=1C=C(C=CC1)NCCC(=O)C1=CC=CC=C1 (3-(3-bromophenylamino)-1-phenylpropan-1-one). Isolated yield 88.8%. RXN SMILES: C[N:2]([CH3:13])[CH2:3][CH2:4][C:5]([C:7]1[CH:12]=[CH:11][CH:10]=[CH:9][CH:8]=1)=[O:6].[Br:14][C:15]1[CH:16]=C([CH:19]=[CH:20][CH:21]=1)N>CCO.O>[Br:14][C:15]1[CH:16]=[C:13]([NH:2][CH2:3][CH2:4][C:5]([C:7]2[CH:8]=[CH:9][CH:10]=[CH:11][CH:12]=2)=[O:6])[CH:19]=[CH:20][CH:21]=1 |f:2.3|. Procedure: A mixture of 3-(dimethylamino)-1-phenylpropan-1-one (0.1 mol) and 3-bromoaniline (0.1 mol) in 1:1 EtOH/H2O (100 mL) was heated at 80° C. overnight. The resulting mixture was concentrated and the residue was washed with H2O and then EtOH several times to give to give 3-(3-bromophenylamino)-1-phenylpropan-1-one (27 g, 90%). 1H NMR (400 MHz, CDCl3): δ=3.52 (m, 2H), 4.33 (m, 2H), 4.51 (m, 1H), 6.8 (m, 1H), 7.05 (m, 2H), 7.28 (m, 1H), 7.72 (m, 2H), 7.80 (m, 1H), 8.2 (m, 2H). Starting materials: C(C1=CC=CC=C1)N (benzylamine), C(C(=C)C)(=O)OC (methyl methacrylate), C1=CC=CC=2SC3=CC=CC=C3NC12 (phenothiazine), CC1=CC(=C(C(=C1)C(C)(C)C)O)C(C)(C)C (4-methyl-2,6-di-tert.butylphenol). Reagents/catalysts: catalyst. Product: CO.COC(C(=C)C)=O (methanol methylmethacrylate). RXN SMILES: [C:1]([O:6][CH3:7])(=[O:5])[C:2]([CH3:4])=[CH2:3].C1C2NC3C(=CC=CC=3)SC=2C=CC=1.CC1C=C(C(C)(C)C)C(O)=C(C(C)(C)C)C=1.C(N)C1C=CC=CC=1>>[CH3:1][OH:5].[CH3:7][O:6][C:1](=[O:5])[C:2]([CH3:4])=[CH2:3] |f:4.5|. Procedure: 3 mols of methyl methacrylate, 50 parts per million (ppm) of phenothiazine, 50 ppm of 4-methyl-2,6-di-tert.butylphenol (as a stabilizer/inhibitor), and 0.05 mol of the catalyst employed are heated to boiling in a 0.5 liter four-necked flask while a weak stream of air is introduced and the reaction mixture is stirred. Now, 0.5 mol of benzylamine was added dropwise over a period of one hour and the methanol/methylmethacrylate azeotrope which is formed was distilled off with a high reflux (bath tem...